describe an organic reaction: reactants, conditions, products, and yield From a dataset of the Open Reaction Database (ORD), a public repository of structured organic reaction records. Reaction SMILES: [CH3:1][C:2]1[CH:7]=[C:6]([N:8]2[CH2:12][CH2:11][CH:10]([CH2:13][N:14]3[CH2:18][CH2:17][CH2:16][CH:15]3[CH3:19])[CH2:9]2)[CH:5]=[CH:4][C:3]=1[NH2:20].[O:21]1[C:25]2[CH:26]=[CH:27][C:28]([C:30](O)=[O:31])=[CH:29][C:24]=2[CH2:23][CH2:22]1>>[CH3:1][C:2]1[CH:7]=[C:6]([N:8]2[CH2:12][CH2:11][CH:10]([CH2:13][N:14]3[CH2:18][CH2:17][CH2:16][CH:15]3[CH3:19])[CH2:9]2)[CH:5]=[CH:4][C:3]=1[NH:20][C:30]([C:28]1[CH:27]=[CH:26][C:25]2[O:21][CH2:22][CH2:23][C:24]=2[CH:29]=1)=[O:31]. Reactants: CC1=C(C=CC(=C1)N1CC(CC1)CN1C(CCC1)C)N (2-methyl-4-[3-(2-methyl-pyrrolidin-1-ylmethyl)-pyrrolidin-1-yl]-phenylamine), O1CCC2=C1C=CC(=C2)C(=O)O (2,3-dihydro-benzofuran-5-carboxylic acid). Procedure details: The title compound was prepared in a manner substantially the same as Example 1 by coupling 2-methyl-4-[3-(2-methyl-pyrrolidin-1-ylmethyl)-pyrrolidin-1-yl]-phenylamine with 2,3-dihydro-benzofuran-5-carboxylic acid. MS: 420.3 (M+H). The product is CC1=C(C=CC(=C1)N1CC(CC1)CN1C(CCC1)C)NC(=O)C=1C=CC2=C(CCO2)C1 (2,3-Dihydro-benzofuran-5-carboxylic acid {2-methyl-4-[3-(2-methyl-pyrrolidin-1-ylmethyl)-pyrrolidin-1-yl]-phenyl}-amide). Procedure: To 4-tolylboronic acid (544 mg, 4.00 mmol), 4-nitropyrazole (226 mg, 2.00 mmol), copper (II) acetate (545 mg, 3.00 mmol), and 4 Å sieves (1.5 g) in DCM (15 mL), was added pyridine (0.32 mL, 4 mmol) at RT, and stirred for 5 h. The mixture was filtered through Celite, washing with DCM, then evaporated to dryness. The residue was purified by FCC, eluting with 0-30% ethyl acetate in cyclohexane, to give the title compound as a white solid (126 mg, 31%). LCMS (Method 3): Rt 3.93 min, m/z 204.1 [MH−]. The reagents and catalysts are C(C)(=O)[O-].[Cu+2].C(C)(=O)[O-] (copper (II) acetate). The reactants are C1(=CC=C(C=C1)B(O)O)C (4-tolylboronic acid), [N+](=O)([O-])C=1C=NNC1 (4-nitropyrazole), N1=CC=CC=C1 (pyridine). Product: [N+](=O)([O-])C=1C=NN(C1)C1=CC=C(C=C1)C (4-Nitro-1-p-tolyl-1H-pyrazole). Run in C(Cl)Cl (DCM). The yield is 31.0%. Reaction SMILES: [C:1]1([CH3:10])[CH:6]=[CH:5][C:4](B(O)O)=[CH:3][CH:2]=1.[N+:11]([C:14]1[CH:15]=[N:16][NH:17][CH:18]=1)([O-:13])=[O:12].N1C=CC=CC=1>C(Cl)Cl.C([O-])(=O)C.[Cu+2].C([O-])(=O)C>[N+:11]([C:14]1[CH:15]=[N:16][N:17]([C:4]2[CH:5]=[CH:6][C:1]([CH3:10])=[CH:2][CH:3]=2)[CH:18]=1)([O-:13])=[O:12] |f:4.5.6|. Reaction conditions: time 5 hour.